Dataset: the Open Reaction Database (ORD), a public repository of structured organic reaction records. Task: describe an organic reaction: reactants, conditions, products, and yield Reactants: CC(C)(C)OC(=O)N1CCC(C(=O)Nc2ccccc2Br)CC1, CI, CN(C)C=O, [H-], [Na+]. Yields the product CN(C(=O)C1CCN(C(=O)OC(C)(C)C)CC1)c1ccccc1Br. Reaction SMILES: [C:1]([CH3:2])([CH3:3])([CH3:4])[O:5][C:6](=[O:7])[N:8]1[CH2:9][CH2:10][CH:11]([C:14]([NH:15][c:16]2[c:17]([Br:22])[cH:18][cH:19][cH:20][cH:21]2)=[O:23])[CH2:12][CH2:13]1.[CH3:26][I:27].[CH3:28][N:29]([CH3:30])[CH:31]=[O:32].[H-:24].[Na+:25]>>[C:1]([CH3:2])([CH3:3])([CH3:4])[O:5][C:6](=[O:7])[N:8]1[CH2:9][CH2:10][CH:11]([C:14]([N:15]([c:16]2[c:17]([Br:22])[cH:18][cH:19][cH:20][cH:21]2)[CH3:26])=[O:23])[CH2:12][CH2:13]1. Starting materials: C1CCOC1, Cl, COC(=O)c1ccc(I)cc1. Product: OCc1ccc(I)cc1. Reaction SMILES: [CH2:13]1[O:14][CH2:15][CH2:16][CH2:17]1.[ClH:12].[I:1][c:2]1[cH:3][cH:4][c:5]([C:6](=[O:7])[O:8][CH3:9])[cH:10][cH:11]1>>[I:1][c:2]1[cH:3][cH:4][c:5]([CH2:6][OH:7])[cH:10][cH:11]1. The reactants are C(C1=CC=CC=C1)OC=1C=C2C(=NC=NC2=CC1OC)Cl (6-benzyloxy-4-chloro-7-methoxyquinazoline), FC1=C2C=C(NC2=CC=C1O)C (4-fluoro-5-hydroxy-2-methylindole), C([O-])([O-])=O.[Cs+].[Cs+] (cesium carbonate). Run in CN(C)C=O (DMF). Yields the product C(C1=CC=CC=C1)OC=1C=C2C(=NC=NC2=CC1OC)OC=1C(=C2C=C(NC2=CC1)C)F (6-benzyloxy-4-(4-fluoro-2-methylindol-5-yloxy)-7-methoxyquinazoline). Yield: 38.2%. RXN SMILES: [CH2:1]([O:8][C:9]1[CH:10]=[C:11]2[C:16](=[CH:17][C:18]=1[O:19][CH3:20])[N:15]=[CH:14][N:13]=[C:12]2Cl)[C:2]1[CH:7]=[CH:6][CH:5]=[CH:4][CH:3]=1.[F:22][C:23]1[C:31]([OH:32])=[CH:30][CH:29]=[C:28]2[C:24]=1[CH:25]=[C:26]([CH3:33])[NH:27]2.C(=O)([O-])[O-].[Cs+].[Cs+]>CN(C=O)C>[CH2:1]([O:8][C:9]1[CH:10]=[C:11]2[C:16](=[CH:17][C:18]=1[O:19][CH3:20])[N:15]=[CH:14][N:13]=[C:12]2[O:32][C:31]1[C:23]([F:22])=[C:24]2[C:28](=[CH:29][CH:30]=1)[NH:27][C:26]([CH3:33])=[CH:25]2)[C:2]1[CH:7]=[CH:6][CH:5]=[CH:4][CH:3]=1 |f:2.3.4|. Procedure details: A solution of 6-benzyloxy-4-chloro-7-methoxyquinazoline (0.39 g, 1.3 mmol), (EP1153920 production examples 28-30), 4-fluoro-5-hydroxy-2-methylindole (0.24 g, 1.43 mmol) and cesium carbonate (1.2 g, 4 mmol) in DMF (4 ml) was stirred at 95° C. for 45 minutes. After cooling, the mixture was filtered and the filtrate was evaporated under vacuum The residue was purified by column chromatography eluting with increasingly polar mixtures of methylene chloride and ethyl acetate to give 6-benzyloxy-4-(4-f...